From a dataset of the Open Reaction Database (ORD), a public repository of structured organic reaction records. describe an organic reaction: reactants, conditions, products, and yield Starting materials: Cl.ClC1=CC=C(C=C1)C1N=C(N(C1C1=CC=C(C=C1)Cl)C(=O)N1CCN(CC1)CCC#N)C1=C(C=C(C=C1)C(F)(F)F)OCC (3-{4-[4,5-bis-(4-chloro-phenyl)-2-(2-ethoxy-4-trifluoromethyl-phenyl)-4,5-dihydro-imidazole-1-carbonyl]-piperazin-1-yl}-propionitrile hydrochloride), C(=O)(Cl)Cl (Phosgene), solution, N1C(CNCC1)=O (2-piperazinone), C(C)(C)N(CC)C(C)C (diisopropylethylamine). The solvent is C(Cl)Cl (methylene chloride), C(Cl)Cl (methylene chloride), amine. Reaction conditions: time 30 minute. Yields the product ClC1=CC=C(C=C1)C1N=C(N(C1C1=CC=C(C=C1)Cl)C(=O)N1CCN(CC1)C(=O)N1CC(NCC1)=O)C1=C(C=C(C=C1)C(F)(F)F)OCC (4-{4-[4,5-bis-(4-chloro-phenyl)-2-(2-ethoxy-4-trifluoromethyl-phenyl)-4,5-dihydro-imidazole-1-carbonyl]-piperazine-1-carbonyl}-piperazin-2-one). RXN SMILES: Cl.[Cl:2][C:3]1[CH:8]=[CH:7][C:6]([CH:9]2[CH:13]([C:14]3[CH:19]=[CH:18][C:17]([Cl:20])=[CH:16][CH:15]=3)[N:12]([C:21]([N:23]3[CH2:28][CH2:27][N:26]([CH2:29]CC#N)[CH2:25][CH2:24]3)=[O:22])[C:11]([C:33]3[CH:38]=[CH:37][C:36]([C:39]([F:42])([F:41])[F:40])=[CH:35][C:34]=3[O:43][CH2:44][CH3:45])=[N:10]2)=[CH:5][CH:4]=1.C(Cl)(Cl)=[O:47].[NH:50]1[CH2:55][CH2:54][NH:53][CH2:52][C:51]1=[O:56].C(N(C(C)C)CC)(C)C>C(Cl)Cl>[Cl:2][C:3]1[CH:8]=[CH:7][C:6]([CH:9]2[CH:13]([C:14]3[CH:15]=[CH:16][C:17]([Cl:20])=[CH:18][CH:19]=3)[N:12]([C:21]([N:23]3[CH2:28][CH2:27][N:26]([C:29]([N:53]4[CH2:54][CH2:55][NH:50][C:51](=[O:56])[CH2:52]4)=[O:47])[CH2:25][CH2:24]3)=[O:22])[C:11]([C:33]3[CH:38]=[CH:37][C:36]([C:39]([F:42])([F:40])[F:41])=[CH:35][C:34]=3[O:43][CH2:44][CH3:45])=[N:10]2)=[CH:5][CH:4]=1 |f:0.1|. Procedure: [4,5-Bis-(4-chloro-phenyl)-2-(2-ethoxy-4-trifluoromethyl-phenyl)-4,5-dihydro-imidazol-1-yl]-piperazin-1-yl-methanone (50 mg, 0.085 mmol, example 8A) was dissolved in methylene chloride (1 mL) and cooled in an ice bath. Phosgene (250 uL, 20% solution in toluene)) was added, and the mixture was stirred for 30 min. The solvent was evaporated and the residue was taken in methylene chloride. One third of this solution (0.028 mmol) was treated with 2-piperazinone (8.5 mg) and diisopropylethylamine (15... Product: FC=1C=C2C=C(C(C2=CC1)CC1=CC=C(C=C1)SC)C (5-fluoro-2-methyl-1-(p-methylthiobenzyl)-indene). Procedure: Twenty-five grams (1.04 moles) of magnesium turnings were placed in a dried flask under N2 with 400 ml. of ether. Ten ml. of 0.05 molar p-methylthiobenzyl magnesium chloride in ether is added and the mixture is warmed to 30°C. About 2-3% of 39.7 g. (0.23 moles) of p-methylthiobenzyl chloride in 75 ml. of toluene is added. After 3-5 minutes of stirring an exotherm to 32°-33°C occurs signifying initiation of the reaction. After aging for 5 minutes, the rest of the benzyl chloride is added dropwise... Reaction conditions: temperature 30 celsius, time 4 minute. As a reaction SMILES: [Mg].[CH3:2][S:3][C:4]1[CH:12]=[CH:11][C:7]([CH2:8][Mg]Cl)=[CH:6][CH:5]=1.CSC1C=CC(CCl)=CC=1.C(Cl)C1C=CC=CC=1.[F:31][C:32]1[CH:33]=[C:34]2[C:38](=[CH:39][CH:40]=1)[C:37](=O)[CH:36]([CH3:42])[CH2:35]2>CCOCC.C1(C)C=CC=CC=1>[F:31][C:32]1[CH:33]=[C:34]2[C:38](=[CH:39][CH:40]=1)[CH:37]([CH2:8][C:7]1[CH:11]=[CH:12][C:4]([S:3][CH3:2])=[CH:5][CH:6]=1)[C:36]([CH3:42])=[CH:35]2. Starting materials: CSC1=CC=C(C[Mg]Cl)C=C1 (p-methylthiobenzyl magnesium chloride), [Mg] (magnesium), C(C1=CC=CC=C1)Cl (benzyl chloride), FC=1C=C2CC(C(C2=CC1)=O)C (5-Fluoro-2-methyl-1-indanone), CSC1=CC=C(CCl)C=C1 (p-methylthiobenzyl chloride). Solvent: CCOCC (ether), C1(=CC=CC=C1)C (toluene), CCOCC (ether). Starting materials: C(C)OC(=O)C1=NN(C(=C1C)C1=CC=C(C=C1)Cl)C1=C(C=C(C=C1)Cl)Cl (5-(4-chloro-phenyl)-1-(2,4-dichloro-phenyl)-4-methyl-1H-pyrazole-3-carboxylic acid ethyl ester), [OH-].[K+] (potassium hydroxide), Cl (hydrochloric acid), ice water. Run in CO (methanol). Run at temperature 60 celsius. Yields the product ClC1=CC=C(C=C1)C1=C(C(=NN1C1=C(C=C(C=C1)Cl)Cl)C(=O)O)C (5-(4-chloro-phenyl)-1-(2,4-dichloro-phenyl)-4-methyl-1H-pyrazole-3-carboxylic acid). The yield is 94.5%. As a reaction SMILES: C([O:3][C:4]([C:6]1[C:10]([CH3:11])=[C:9]([C:12]2[CH:17]=[CH:16][C:15]([Cl:18])=[CH:14][CH:13]=2)[N:8]([C:19]2[CH:24]=[CH:23][C:22]([Cl:25])=[CH:21][C:20]=2[Cl:26])[N:7]=1)=[O:5])C.[OH-].[K+].Cl>CO>[Cl:18][C:15]1[CH:14]=[CH:13][C:12]([C:9]2[N:8]([C:19]3[CH:24]=[CH:23][C:22]([Cl:25])=[CH:21][C:20]=3[Cl:26])[N:7]=[C:6]([C:4]([OH:5])=[O:3])[C:10]=2[CH3:11])=[CH:17][CH:16]=1 |f:1.2|. Procedure details: To a solution of the ester 3a (1.0 g, 2.44 mmol) in methanol (25 mL) was added potassium hydroxide (1.0 g, 17.86 mmol) in one portion. The resulting mixture was heated at 60° C. for 4 h. The reaction mixture was then poured into ice water, and the pH of the mixture was adjusted to acidic with addition of 10% hydrochloric acid. The precipitate formed was collected by filtration, washed with water, and dried under vacuum to give carboxylic acid 4a (0.88 g, 94%) as a white solid. The reactants are Cc1nc(C(C)(C)N)no1, O=C(O)c1ccc(C2CCCO2)c(-c2cccc(Cl)c2)n1. Product: Cc1nc(C(C)(C)NC(=O)c2ccc(C3CCCO3)c(-c3cccc(Cl)c3)n2)no1. As a reaction SMILES: [CH3:22][C:23]([NH2:24])([c:25]1[n:26][o:27][c:28]([CH3:30])[n:29]1)[CH3:31].[Cl:1][c:2]1[cH:3][c:4](-[c:8]2[c:9]([CH:17]3[O:18][CH2:19][CH2:20][CH2:21]3)[cH:10][cH:11][c:12]([C:14](=[O:15])[OH:16])[n:13]2)[cH:5][cH:6][cH:7]1>>[Cl:1][c:2]1[cH:3][c:4](-[c:8]2[c:9]([CH:17]3[O:18][CH2:19][CH2:20][CH2:21]3)[cH:10][cH:11][c:12]([C:14](=[O:16])[NH:24][C:23]([CH3:22])([c:25]3[n:26][o:27][c:28]([CH3:30])[n:29]3)[CH3:31])[n:13]2)[cH:5][cH:6][cH:7]1. Reactants: O1C(CCCC1)N1C=NC=C1B1OC(C(O1)(C)C)(C)C (1-(tetrahydro-2H-pyran-2-yl)-5-(4,4,5,5-tetramethyl-1,3,2-dioxaborolan-2-yl)-1H-imidazole), BrC=1C=C2C(=CN1)N(N=C2C2=CC=CC=C2)C2OCCCC2 (5-bromo-3-phenyl-1-(tetrahydro-2H-pyran-2-yl)-1H-pyrazolo[3,4-c]pyridine). Yields the product N1C=NC=C1C=1C=C2C(=CN1)NN=C2C2=CC=CC=C2 (5-(1H-imidazol-5-yl)-3-phenyl-1H-pyrazolo[3,4-c]pyridine). Yield: 25.0%. RXN SMILES: O1CCCCC1[N:7]1[C:11](B2OC(C)(C)C(C)(C)O2)=[CH:10][N:9]=[CH:8]1.Br[C:22]1[CH:23]=[C:24]2[C:30]([C:31]3[CH:36]=[CH:35][CH:34]=[CH:33][CH:32]=3)=[N:29][N:28](C3CCCCO3)[C:25]2=[CH:26][N:27]=1>>[NH:7]1[C:11]([C:22]2[CH:23]=[C:24]3[C:30]([C:31]4[CH:36]=[CH:35][CH:34]=[CH:33][CH:32]=4)=[N:29][NH:28][C:25]3=[CH:26][N:27]=2)=[CH:10][N:9]=[CH:8]1. Procedure details: Following the procedures in Example 204, 1-(tetrahydro-2H-pyran-2-yl)-5-(4,4,5,5-tetramethyl-1,3,2-dioxaborolan-2-yl)-1H-imidazole and 5-bromo-3-phenyl-1-(tetrahydro-2H-pyran-2-yl)-1H-pyrazolo[3,4-c]pyridine were reacted and the product was deprotected to give 213 as a yellow solid (30 mg, 25%) over two steps. 1H NMR (400 MHz, DMSO) δ 8.23 (s, 1H), 7.75 (s, 1H), 7.43 (m, 1H), 7.34 (m, 1H), 7.27 (m, 2H), 6.77 (m, 2H), 6.66 (m, 1H). ESI MS m/z=262 (M+1) Starting materials: [OH-].[Na+] (sodium hydroxide), C(C1=CC=CC=C1)(C1=CC=CC=C1)(C1=CC=CC=C1)NC=1SC=C(N1)C(C(=O)OCC#N)=NOCC#N (cyanomethyl 2-(2-tritylamino- 4-thiazolyl)-2-cyanomethyloxyimino-acetate), Cl (hydrochloric acid). Solvent: O1CCOCC1 (dioxane). Run at time 20 minute. Yields the product C(C1=CC=CC=C1)(C1=CC=CC=C1)(C1=CC=CC=C1)NC=1SC=C(N1)C(C(=O)O)=NOCC#N (2-(2-tritylamino-4-thiazolyl)-2-cyanomethoxyimino-acetic acid). RXN SMILES: [C:1]([NH:20][C:21]1[S:22][CH:23]=[C:24]([C:26](=[N:33][O:34][CH2:35][C:36]#[N:37])[C:27]([O:29]CC#N)=[O:28])[N:25]=1)([C:14]1[CH:19]=[CH:18][CH:17]=[CH:16][CH:15]=1)([C:8]1[CH:13]=[CH:12][CH:11]=[CH:10][CH:9]=1)[C:2]1[CH:7]=[CH:6][CH:5]=[CH:4][CH:3]=1.[OH-].[Na+].Cl>O1CCOCC1>[C:1]([NH:20][C:21]1[S:22][CH:23]=[C:24]([C:26](=[N:33][O:34][CH2:35][C:36]#[N:37])[C:27]([OH:29])=[O:28])[N:25]=1)([C:14]1[CH:19]=[CH:18][CH:17]=[CH:16][CH:15]=1)([C:8]1[CH:9]=[CH:10][CH:11]=[CH:12][CH:13]=1)[C:2]1[CH:7]=[CH:6][CH:5]=[CH:4][CH:3]=1 |f:1.2|. Procedure details: A mixture of 8.69 g of the product of Step A in 52 ml of dioxane was cooled on an ice bath and 17.1 ml of N sodium hydroxide solution were added thereto dropwise over 20 minutes. Spontaneous heating occured and then 10.5 ml of 2N hydrochloric acid were added thereto. The dioxane was distilled and only water remained as solvent. 20 ml of water and 30 ml of ether were added thereto and the mixture was stirred for 15 minutes and was vacuum filtered. The crystals were rinsed with water and ether and... The reactants are O=C(Cl)c1ccc(F)cc1, Nc1ccc2[nH]cc(C3=CCN4CCCC4C3)c2n1, c1ccncc1. The product is Nc1ccc2c(n1)c(C1=CCN3CCCC3C1)cn2C(=O)c1ccc(F)cc1. Reaction SMILES: [F:20][c:21]1[cH:22][cH:23][c:24]([C:25](=[O:26])[Cl:27])[cH:28][cH:29]1.[NH2:1][c:2]1[cH:3][cH:4][c:5]2[c:6]([n:7]1)[c:8]([C:11]1=[CH:12][CH2:13][N:14]3[CH2:15][CH2:16][CH2:17][CH:18]3[CH2:19]1)[cH:9][nH:10]2.[cH:30]1[cH:31][cH:32][n:33][cH:34][cH:35]1>>[NH2:1][c:2]1[cH:3][cH:4][c:5]2[c:6]([n:7]1)[c:8]([C:11]1=[CH:12][CH2:13][N:14]3[CH2:15][CH2:16][CH2:17][CH:18]3[CH2:19]1)[cH:9][n:10]2[C:25]([c:24]1[cH:23][cH:22][c:21]([F:20])[cH:29][cH:28]1)=[O:26].